From a dataset of the Open Reaction Database (ORD), a public repository of structured organic reaction records. describe an organic reaction: reactants, conditions, products, and yield Starting materials: CCO, N, OCCn1ccc(NC(=S)NCC(F)(F)F)n1. Yields the product NC(=NCC(F)(F)F)Nc1ccn(CCO)n1. As a reaction SMILES: [CH3:19][CH2:20][OH:21].[NH3:18].[OH:1][CH2:2][CH2:3][n:4]1[n:5][c:6]([NH:9][C:10](=[S:11])[NH:12][CH2:13][C:14]([F:15])([F:16])[F:17])[cH:7][cH:8]1>>[OH:1][CH2:2][CH2:3][n:4]1[n:5][c:6]([NH:9][C:10](=[N:12][CH2:13][C:14]([F:15])([F:16])[F:17])[NH2:18])[cH:7][cH:8]1. The reactants are C(C1=CC=CC=C1)N1CC(CCC1)(O)C1=CC(=C(C=C1)OCC1=CC=CC=C1)OCC1=CC=CC=C1 (N-benzyl-3-(3',4'-dibenzyloxyphenyl)-3-hydroxy-piperidine), [OH-].[Na+] (sodium hydroxide). The solvent is Cl (hydrochloric acid), C(Cl)Cl (methylene chloride). Product: C(C1=CC=CC=C1)N1CC(=CCC1)C1=CC(=C(C=C1)OCC1=CC=CC=C1)OCC1=CC=CC=C1 (N-benzyl-3-(3',4'-dibenzyloxyphenyl)-1,2,5,6-tetrahydropyridine). The yield is 52.6%. Reaction SMILES: [CH2:1]([N:8]1[CH2:13][CH2:12][CH2:11][C:10]([C:15]2[CH:20]=[CH:19][C:18]([O:21][CH2:22][C:23]3[CH:28]=[CH:27][CH:26]=[CH:25][CH:24]=3)=[C:17]([O:29][CH2:30][C:31]3[CH:36]=[CH:35][CH:34]=[CH:33][CH:32]=3)[CH:16]=2)(O)[CH2:9]1)[C:2]1[CH:7]=[CH:6][CH:5]=[CH:4][CH:3]=1.[OH-].[Na+]>Cl.C(Cl)Cl>[CH2:1]([N:8]1[CH2:13][CH2:12][CH:11]=[C:10]([C:15]2[CH:20]=[CH:19][C:18]([O:21][CH2:22][C:23]3[CH:24]=[CH:25][CH:26]=[CH:27][CH:28]=3)=[C:17]([O:29][CH2:30][C:31]3[CH:36]=[CH:35][CH:34]=[CH:33][CH:32]=3)[CH:16]=2)[CH2:9]1)[C:2]1[CH:7]=[CH:6][CH:5]=[CH:4][CH:3]=1 |f:1.2|. Reported procedure: A mixture of 1.5 g of the product of Step A in 15 ml of 2N hydrochloric acid was refluxed for 6 hours and after cooling, the mixture was diluted with methylene chloride. The mixture was made alkaline with sodium hydroxide addition and the methylene chloride phase was recovered by decanting, was dried and evaporated to dryness. The residue was chromatographed over silica gel and elution with a 90-5-5 cyclohexane-chloroform-triethylamine mixture yielded 0.76 g of N-benzyl-3-(3',4'-dibenzyloxypheny... Reactants: Cl.Cl.N1CC(CCC1)NC(=O)NC=1N=C2C(=NC1)N(C=C2)COCC[Si](C)(C)C (1-piperidin-3-yl-3-[5-(2-trimethylsilanyl-ethoxymethyl)-5H-pyrrolo[2,3-b]pyrazin-2-yl]-urea dihydrochloride), CS(=O)(=O)Cl (methanesulfonyl chloride). The product is CS(=O)(=O)N1CC(CCC1)NC(=O)NC=1N=C2C(=NC1)N(C=C2)COCC[Si](C)(C)C (1-[(1-Methane sulfonyl)-piperidin-3-yl]-3-[5-(2-trimethylsilanyl-ethoxymethyl)-5H-pyrrolo[2,3-b]pyrazin-2-yl]-urea). Reaction SMILES: Cl.Cl.[NH:3]1[CH2:8][CH2:7][CH2:6][CH:5]([NH:9][C:10]([NH:12][C:13]2[N:14]=[C:15]3[CH:21]=[CH:20][N:19]([CH2:22][O:23][CH2:24][CH2:25][Si:26]([CH3:29])([CH3:28])[CH3:27])[C:16]3=[N:17][CH:18]=2)=[O:11])[CH2:4]1.[CH3:30][S:31](Cl)(=[O:33])=[O:32]>>[CH3:30][S:31]([N:3]1[CH2:8][CH2:7][CH2:6][CH:5]([NH:9][C:10]([NH:12][C:13]2[N:14]=[C:15]3[CH:21]=[CH:20][N:19]([CH2:22][O:23][CH2:24][CH2:25][Si:26]([CH3:29])([CH3:28])[CH3:27])[C:16]3=[N:17][CH:18]=2)=[O:11])[CH2:4]1)(=[O:33])=[O:32] |f:0.1.2|. Reported procedure: 1-[(1-Methane sulfonyl)-piperidin-3-yl]-3-[5-(2-trimethylsilanyl-ethoxymethyl)-5H-pyrrolo[2,3-b]pyrazin-2-yl]-urea was prepared in the same manner from 1-piperidin-3-yl-3-[5-(2-trimethylsilanyl-ethoxymethyl)-5H-pyrrolo[2,3-b]pyrazin-2-yl]-urea dihydrochloride and methanesulfonyl chloride. Starting materials: [Li+].[OH-] (LiOH), CC(C(=O)O)C[C@@H](C)[C@H]1CC[C@H]2[C@@H]3[C@@H](C[C@@H]4C[C@H](CC[C@]4(C)[C@H]3C[C@@H]([C@]12C)O)OCCN(C)C1=CC=C(C=C1)[C@@H]1C2=C3CCC(C=C3CC[C@H]2[C@@H]2CC[C@@]([C@@]2(C)C1)(C#CC)O)=O)OC(CCCNC(=O)OC(C)(C)C)=O (Methyl(3β,5β,7α,12α)-7-(4-tert-butoxycarbonylaminobutanoyloxy)-12-hydroxy-3-{2-[{4-[(11β,17α)-17-hydroxy-3-oxo-17-prop-1-ynylestra-4,9-dien-11-yl]phenyl}(methyl)amino]ethoxy}cholan-24-oic acid), resultant mixture. Run in C1CCOC1 (THF). Product: C(C)(C)(C)OC(=O)NCCCC(=O)O[C@H]1[C@H]2[C@@H]3CC[C@H]([C@@H](CCC(=O)O)C)[C@]3([C@H](C[C@@H]2[C@]2(CC[C@@H](C[C@H]2C1)OCCN(C)C1=CC=C(C=C1)[C@@H]1C2=C3CCC(C=C3CC[C@H]2[C@@H]2CC[C@@]([C@@]2(C)C1)(C#CC)O)=O)C)O)C ((3β,5β,7α,12α)-7-(4-tert-butoxycarbonylaminobutanoyloxy)-12-hydroxy-3-{2-[{4-[(11β,17α)-17-hydroxy-3-oxo-17-prop-1-ynylestra-4,9-dien-11-yl]phenyl}(methyl)amino]ethoxy}cholan-24-oic acid). RXN SMILES: C[CH:2]([CH2:6][C@H:7]([C@@H:9]1[C@:26]2([CH3:27])[C@H:12]([C@H:13]3[C@H:23]([CH2:24][C@@H:25]2[OH:28])[C@:21]2([CH3:22])[C@@H:16]([CH2:17][C@@H:18]([O:29][CH2:30][CH2:31][N:32]([C:34]4[CH:39]=[CH:38][C:37]([C@H:40]5[CH2:57][C@@:55]6([CH3:56])[C@@H:51]([CH2:52][CH2:53][C@:54]6([OH:61])[C:58]#[C:59][CH3:60])[C@H:50]6[C:41]5=[C:42]5[C:47]([CH2:48][CH2:49]6)=[CH:46][C:45](=[O:62])[CH2:44][CH2:43]5)=[CH:36][CH:35]=4)[CH3:33])[CH2:19][CH2:20]2)[CH2:15][C@H:14]3[O:63][C:64](=[O:76])[CH2:65][CH2:66][CH2:67][NH:68][C:69]([O:71][C:72]([CH3:75])([CH3:74])[CH3:73])=[O:70])[CH2:11][CH2:10]1)[CH3:8])[C:3]([OH:5])=[O:4].[Li+].[OH-]>C1COCC1>[C:72]([O:71][C:69]([NH:68][CH2:67][CH2:66][CH2:65][C:64]([O:63][C@@H:14]1[CH2:15][C@H:16]2[C@:21]([CH3:22])([CH2:20][CH2:19][C@H:18]([O:29][CH2:30][CH2:31][N:32]([C:34]3[CH:35]=[CH:36][C:37]([C@H:40]4[CH2:57][C@@:55]5([CH3:56])[C@@H:51]([CH2:52][CH2:53][C@:54]5([OH:61])[C:58]#[C:59][CH3:60])[C@H:50]5[C:41]4=[C:42]4[C:47]([CH2:48][CH2:49]5)=[CH:46][C:45](=[O:62])[CH2:44][CH2:43]4)=[CH:38][CH:39]=3)[CH3:33])[CH2:17]2)[C@@H:23]2[C@@H:13]1[C@H:12]1[C@:26]([CH3:27])([C@@H:25]([OH:28])[CH2:24]2)[C@@H:9]([C@H:7]([CH3:8])[CH2:6][CH2:2][C:3]([OH:5])=[O:4])[CH2:10][CH2:11]1)=[O:76])=[O:70])([CH3:75])([CH3:73])[CH3:74] |f:1.2|. Procedure details: The compound of Example 9A is dissolved in THF; an aqueous solution of LiOH is added, and the resultant mixture is stirred at ambient temperature for 3 hours. The reaction is quenched by addition of aqueous phosphoric acid (1N), and extracted with ethyl acetate. The crude material is carried forward without further purification.